Dataset: the Open Reaction Database (ORD), a public repository of structured organic reaction records. Task: describe an organic reaction: reactants, conditions, products, and yield Starting materials: CC(C(=O)O)N(C(=O)OC(C)(C)C)c1ccccc1C#N, CCCCCC[N-]CCCCCC, ClCCl, O=C(O)C(F)(F)F. The product is CCCCCC[N-]CCCCCC, CC(Nc1ccccc1C#N)C(=O)O. As a reaction SMILES: [C:1]([O:2][C:3](=[O:4])[N:8]([CH:9]([CH3:10])[C:11](=[O:12])[OH:13])[c:14]1[c:15]([C:20]#[N:21])[cH:16][cH:17][cH:18][cH:19]1)([CH3:5])([CH3:6])[CH3:7].[CH2:22]([CH2:23][CH2:24][CH2:25][CH2:26][CH3:27])[N-:28][CH2:29][CH2:30][CH2:31][CH2:32][CH2:33][CH3:34].[Cl:42][CH2:43][Cl:44].[OH:35][C:36]([C:37]([F:38])([F:39])[F:40])=[O:41]>>[CH2:22]([CH2:23][CH2:24][CH2:25][CH2:26][CH3:27])[N-:28][CH2:29][CH2:30][CH2:31][CH2:32][CH2:33][CH3:34].[NH:8]([CH:9]([CH3:10])[C:11](=[O:12])[OH:13])[c:14]1[c:15]([C:20]#[N:21])[cH:16][cH:17][cH:18][cH:19]1. Reactants: [BH4-], CCO, [Na+], CC(C)(C)OC(=O)NCC(=O)c1cccnc1. The product is CC(C)(C)OC(=O)NCC(O)c1cccnc1. Reaction SMILES: [BH4-:18].[CH3:20][CH2:21][OH:22].[Na+:19].[O:1]=[C:2]([CH2:3][NH:4][C:5]([O:6][C:7]([CH3:8])([CH3:9])[CH3:10])=[O:11])[c:12]1[cH:13][n:14][cH:15][cH:16][cH:17]1>>[OH:1][CH:2]([CH2:3][NH:4][C:5]([O:6][C:7]([CH3:8])([CH3:9])[CH3:10])=[O:11])[c:12]1[cH:13][n:14][cH:15][cH:16][cH:17]1.